Dataset: the Open Reaction Database (ORD), a public repository of structured organic reaction records. Task: describe an organic reaction: reactants, conditions, products, and yield The reactants are CO, [H][H], Nc1ccc([N+](=O)[O-])cc1S(N)(=O)=O, C1CCOC1. Product: Nc1ccc(N)c(S(N)(=O)=O)c1. RXN SMILES: [CH3:15][OH:16].[H:17][H:18].[NH2:1][c:2]1[c:3]([S:11](=[O:12])(=[O:13])[NH2:14])[cH:4][c:5]([N+:8]([O-:9])=[O:10])[cH:6][cH:7]1.[O:19]1[CH2:20][CH2:21][CH2:22][CH2:23]1>>[NH2:1][c:2]1[c:3]([S:11](=[O:12])(=[O:13])[NH2:14])[cH:4][c:5]([NH2:8])[cH:6][cH:7]1. Reactants: O=C(Cl)c1ccccc1, CC#N, Cl, C1CCC2=NCCCN2CC1, NCc1cccc2c1C(=O)N(C1CCC(=O)NC1=O)C2=O. Yields the product O=C1CCC(N2C(=O)c3cccc(CNC(=O)c4ccccc4)c3C2=O)C(=O)N1. RXN SMILES: [C:34]([c:35]1[cH:36][cH:37][cH:38][cH:39][cH:40]1)(=[O:41])[Cl:42].[CH3:43][C:44]#[N:45].[ClH:12].[N:1]12[CH2:2][CH2:3][CH2:4][N:5]=[C:6]1[CH2:7][CH2:8][CH2:9][CH2:10][CH2:11]2.[NH2:13][CH2:14][c:15]1[c:16]2[c:20]([cH:21][cH:22][cH:23]1)[C:19](=[O:24])[N:18]([CH:25]1[C:26](=[O:32])[NH:27][C:28](=[O:31])[CH2:29][CH2:30]1)[C:17]2=[O:33]>>[NH:13]([CH2:14][c:15]1[c:16]2[c:20]([cH:21][cH:22][cH:23]1)[C:19](=[O:24])[N:18]([CH:25]1[C:26](=[O:32])[NH:27][C:28](=[O:31])[CH2:29][CH2:30]1)[C:17]2=[O:33])[C:34]([c:35]1[cH:36][cH:37][cH:38][cH:39][cH:40]1)=[O:41]. Starting materials: CCOC(=O)C(CCc1ccccc1)NC(C)C(=O)O, CN(C)C=O, O=C(O)C1CC2(CN1)SCCS2, Cc1ccc(S(=O)(=O)[O-])cc1, [N-]=[N+]=NP(=O)(c1ccccc1)c1ccccc1. The product is CCOC(=O)C(CCc1ccccc1)NC(C)C(=O)N1CC2(CC1C(=O)O)SCCS2. As a reaction SMILES: [CH2:1]([CH3:2])[O:3][C:4](=[O:5])[CH:6]([CH2:7][CH2:8][c:9]1[cH:10][cH:11][cH:12][cH:13][cH:14]1)[NH:15][CH:16]([CH3:17])[C:18](=[O:19])[OH:20].[CH3:61][N:62]([CH3:63])[CH:64]=[O:65].[S:21]1[CH2:22][CH2:23][S:24][C:25]12[CH2:26][NH:27][CH:28]([C:30](=[O:31])[OH:32])[CH2:29]2.[c:33]1([CH3:34])[cH:35][cH:36][c:37]([S:38]([O-:39])(=[O:40])=[O:41])[cH:42][cH:43]1.[c:44]1([P:45]([N:46]=[N+:47]=[N-:48])([c:49]2[cH:50][cH:51][cH:52][cH:53][cH:54]2)=[O:55])[cH:56][cH:57][cH:58][cH:59][cH:60]1>>[CH2:1]([CH3:2])[O:3][C:4](=[O:5])[CH:6]([CH2:7][CH2:8][c:9]1[cH:10][cH:11][cH:12][cH:13][cH:14]1)[NH:15][CH:16]([CH3:17])[C:18](=[O:20])[N:27]1[CH2:26][C:25]2([S:21][CH2:22][CH2:23][S:24]2)[CH2:29][CH:28]1[C:30](=[O:31])[OH:32].